Dataset: the Open Reaction Database (ORD), a public repository of structured organic reaction records. Task: describe an organic reaction: reactants, conditions, products, and yield The reactants are COC(=O)C1CN(c2ccc3c(c2)CCC(=O)N3C)C(=O)O1, CN, CO. Product: CNC(=O)C1CN(c2ccc3c(c2)CCC(=O)N3C)C(=O)O1. Reaction SMILES: [CH3:1][O:2][C:3](=[O:4])[CH:5]1[CH2:6][N:7]([c:11]2[cH:12][c:13]3[c:18]([cH:19][cH:20]2)[N:17]([CH3:21])[C:16](=[O:22])[CH2:15][CH2:14]3)[C:8](=[O:10])[O:9]1.[CH3:23][NH2:24].[CH3:25][OH:26]>>[O:2]=[C:3]([CH:5]1[CH2:6][N:7]([c:11]2[cH:12][c:13]3[c:18]([cH:19][cH:20]2)[N:17]([CH3:21])[C:16](=[O:22])[CH2:15][CH2:14]3)[C:8](=[O:10])[O:9]1)[NH:24][CH3:23]. Starting materials: ClC1=NC=C(C(=O)O)C=C1 (6-chloronicotinic acid), N1=CC=C(C=C1)N1CCNCC1 (1-(4-pyridyl) piperazine). The solvent is CO (methanol). Run at temperature 220 celsius, time 10 minute. Yields the product N1=CC=C(C=C1)N1CCN(CC1)C1=NC=C(C(=O)O)C=C1 (6-[4-(4-pyridyl)piperazin-1-yl]nicotinic acid). Isolated yield 43.4%. As a reaction SMILES: Cl[C:2]1[CH:10]=[CH:9][C:5]([C:6]([OH:8])=[O:7])=[CH:4][N:3]=1.[N:11]1[CH:16]=[CH:15][C:14]([N:17]2[CH2:22][CH2:21][NH:20][CH2:19][CH2:18]2)=[CH:13][CH:12]=1>CO>[N:11]1[CH:16]=[CH:15][C:14]([N:17]2[CH2:18][CH2:19][N:20]([C:2]3[CH:10]=[CH:9][C:5]([C:6]([OH:8])=[O:7])=[CH:4][N:3]=3)[CH2:21][CH2:22]2)=[CH:13][CH:12]=1. Procedure: A mixture of 6-chloronicotinic acid (3.21 g) and 1-(4-pyridyl) piperazine (3.32 g) was heated to 220° C. for 3 minutes. The mixture was cooled and methanol (10 ml)was added. The resulting suspension was boiled for 10 minutes, cooled and filtered to give 6-[4-(4-pyridyl)piperazin-1-yl]nicotinic acid (2.51 g) which was used without further purification. Starting materials: Cc1ccc(C)cc1, Clc1ccccc1, CC1(C)CC(O)CC(C)(C)N1O. Product: Cc1ccc(CON2C(C)(C)CC(O)CC2(C)C)cc1. As a reaction SMILES: [CH3:13][c:14]1[cH:15][cH:16][c:17]([CH3:18])[cH:19][cH:20]1.[Cl:21][c:22]1[cH:23][cH:24][cH:25][cH:26][cH:27]1.[OH:1][N:2]1[C:3]([CH3:11])([CH3:12])[CH2:4][CH:5]([OH:10])[CH2:6][C:7]1([CH3:8])[CH3:9]>>[O:1]([N:2]1[C:3]([CH3:11])([CH3:12])[CH2:4][CH:5]([OH:10])[CH2:6][C:7]1([CH3:8])[CH3:9])[CH2:18][c:17]1[cH:16][cH:15][c:14]([CH3:13])[cH:20][cH:19]1.